From a dataset of the Open Reaction Database (ORD), a public repository of structured organic reaction records. describe an organic reaction: reactants, conditions, products, and yield The reactants are CO (methanol), OC1=CC2=C(C(CO2)=O)C=C1 (6-hydroxy-2H-benzofuran-3-one), COC=1C=C(C=O)C=CC1OC (3,4dimethoxybenzaldehyde), Cl (hydrochloric acid). The solvent is C(C)(=O)O (acetic acid). Run at time 18 hour. Yields the product COC=1C=C(C=CC1OC)\C=C/1\OC2=C(C1=O)C=CC(=C2)O ([E]-2-[(3,4-dimethoxyphenyl)methylene]-6-hydroxy-3(2H)-benzofuranone). Yield: 41.3%. Reaction SMILES: [OH:1][C:2]1[CH:11]=[CH:10][C:5]2[C:6](=[O:9])[CH2:7][O:8][C:4]=2[CH:3]=1.[CH3:12][O:13][C:14]1[CH:15]=[C:16]([CH:19]=[CH:20][C:21]=1[O:22][CH3:23])[CH:17]=O.Cl.CO>C(O)(=O)C>[CH3:12][O:13][C:14]1[CH:15]=[C:16](/[CH:17]=[C:7]2/[O:8][C:4]3[CH:3]=[C:2]([OH:1])[CH:11]=[CH:10][C:5]=3[C:6]/2=[O:9])[CH:19]=[CH:20][C:21]=1[O:22][CH3:23]. Reported procedure: After 6-hydroxy-2H-benzofuran-3-one 1 g and 3,4dimethoxybenzaldehyde 1.23 g were dissolved in acetic acid 20 ml, concentrated hydrochloric acid 1.1 ml was added, and the mixture was stirred for 18 hours, and methanol 15 ml was added. Precipitated crystals were filtered and dried over phosphorous pentoxide at a temperature of 60° C. for four hours under reduced pressure to obtain the desired compound 0.82 g. Reactants: CCC1C(=O)Nc2ccc(F)cc2N1S(=O)(=O)c1ccc(OC(=O)[O-])cc1, C=CCBr, CCCN1C(=O)C(CC)N(S(=O)(=O)c2ccc(O)cc2)c2cc(F)ccc21. The product is C=CCN1C(=O)C(CC)N(S(=O)(=O)c2ccc(O)cc2)c2cc(F)ccc21. RXN SMILES: [C:1](=[O:2])([O-:3])[O:4][c:5]1[cH:6][cH:7][c:8]([S:9]([N:10]2[c:11]3[c:12]([cH:13][cH:14][c:15]([F:16])[cH:17]3)[NH:18][C:19](=[O:20])[CH:21]2[CH2:22][CH3:23])(=[O:24])=[O:25])[cH:26][cH:27]1.[CH2:28]([Br:29])[CH:30]=[CH2:31].[CH2:32]([CH3:33])[CH:34]1[C:35](=[O:58])[N:36]([CH2:55][CH2:56][CH3:57])[c:37]2[cH:38][cH:39][c:40]([F:54])[cH:41][c:42]2[N:43]1[S:44](=[O:45])(=[O:46])[c:47]1[cH:48][cH:49][c:50]([OH:53])[cH:51][cH:52]1>>[CH2:32]([CH3:33])[CH:34]1[C:35](=[O:58])[N:36]([CH2:55][CH:56]=[CH2:57])[c:37]2[cH:38][cH:39][c:40]([F:54])[cH:41][c:42]2[N:43]1[S:44](=[O:45])(=[O:46])[c:47]1[cH:48][cH:49][c:50]([OH:53])[cH:51][cH:52]1.